Dataset: the Open Reaction Database (ORD), a public repository of structured organic reaction records. Task: describe an organic reaction: reactants, conditions, products, and yield Starting materials: CCOC(=O)c1ccc(-c2ccc(CC)cc2)c(-c2ccncc2)n1, CO, O=S(=O)(O)O. Yields the product CCc1ccc(-c2ccc(C(=O)OC)nc2-c2ccncc2)cc1. Reaction SMILES: [CH2:1]([CH3:2])[c:3]1[cH:4][cH:5][c:6](-[c:9]2[c:10](-[c:20]3[cH:21][cH:22][n:23][cH:24][cH:25]3)[n:11][c:12]([C:15](=[O:16])[O:17][CH2:18][CH3:19])[cH:13][cH:14]2)[cH:7][cH:8]1.[CH3:31][OH:32].[S:26](=[O:27])(=[O:28])([OH:29])[OH:30]>>[CH2:1]([CH3:2])[c:3]1[cH:4][cH:5][c:6](-[c:9]2[c:10](-[c:20]3[cH:21][cH:22][n:23][cH:24][cH:25]3)[n:11][c:12]([C:15](=[O:16])[O:17][CH3:18])[cH:13][cH:14]2)[cH:7][cH:8]1. The product is ClC1=CC=C(C=C1)C1N=C(N(C1C1=CC=C(C=C1)Cl)C(=O)Cl)C=1C(=NC(=NC1)SC)OCC (4,5-bis-(4-chloro-phenyl)-2-(4-ethoxy-2-methylsulfanyl-pyrimidin-5-yl)-4,5-dihydro-imidazole-1-carbonyl chloride). As a reaction SMILES: [Cl:1][C:2]1[CH:7]=[CH:6][C:5]([CH:8]2[CH:12]([C:13]3[CH:18]=[CH:17][C:16]([Cl:19])=[CH:15][CH:14]=3)[NH:11][C:10]([C:20]3[C:21]([O:28][CH2:29][CH3:30])=[N:22][C:23]([S:26][CH3:27])=[N:24][CH:25]=3)=[N:9]2)=[CH:4][CH:3]=1.[C:31](Cl)([Cl:33])=[O:32]>>[Cl:1][C:2]1[CH:7]=[CH:6][C:5]([CH:8]2[CH:12]([C:13]3[CH:14]=[CH:15][C:16]([Cl:19])=[CH:17][CH:18]=3)[N:11]([C:31]([Cl:33])=[O:32])[C:10]([C:20]3[C:21]([O:28][CH2:29][CH3:30])=[N:22][C:23]([S:26][CH3:27])=[N:24][CH:25]=3)=[N:9]2)=[CH:4][CH:3]=1. Starting materials: ClC1=CC=C(C=C1)C1N=C(NC1C1=CC=C(C=C1)Cl)C=1C(=NC(=NC1)SC)OCC (4,5-bis-(4-chloro-phenyl)-2-(4-ethoxy-2-methylsulfanyl-pyrimidin-5-yl)-4,5-dihydro-1H-imidazole), C(=O)(Cl)Cl (phosgene). Reported procedure: Using the procedure as described in example 1, cis-4-[4,5-bis-(4-chloro-phenyl)-2-(4-ethoxy-2-methylsulfanyl-pyrimidin-5-yl)-4,5-dihydro-1H-imidazole was reacted with phosgene to give cis-4-[4,5-bis-(4-chloro-phenyl)-2-(4-ethoxy-2-methylsulfanyl-pyrimidin-5-yl)-4,5-dihydro-imidazole-1-carbonyl chloride. The carbonyl chloride was then coupled with 2-piperazinone (Alfa) to give cis-4-[4,5-bis-(4-chloro-phenyl)-2-(4-ethoxy-2-methylsulfanyl-pyrimidin-5-yl)-4,5-dihydro-imidazole-1-carbonyl]-piperazin... The reactants are CCOCC (Et2O), C(C)(=O)Cl (Acetyl chloride), O[C@@H]1C[C@H](NC1)C(=O)O ((2S,4R)-4-Hydroxy-2-pyrrolidinecarboxylic acid), C(C)(=O)Cl (acetyl chloride). Run in CO (MeOH), CO (MeOH). Product: COC(=O)[C@H]1NC[C@@H](C1)O ((2S,4R)-4-hydroxy-2-pyrrolidinecarboxylic acid methyl ester). As a reaction SMILES: [C:1](Cl)(=O)C.[OH:5][C@H:6]1[CH2:10][NH:9][C@H:8]([C:11]([OH:13])=[O:12])[CH2:7]1.CCOCC>CO>[CH3:1][O:12][C:11]([C@@H:8]1[CH2:7][C@@H:6]([OH:5])[CH2:10][NH:9]1)=[O:13]. Procedure: Acetyl chloride (7.6 ml; 107 mmol) was added slowly to MeOH (70 ml). The reaction was exothermic. (2S,4R)-4-Hydroxy-2-pyrrolidinecarboxylic acid (10 g; 76.2 mmol) was added and the mixture was refluxed for 4 hours. At this time, another portion of 3 ml of acetyl chloride in 30 ml of MeOH was added. The mixture was refluxed an additional 3 hours. The reaction was cooled to room temperature and ~750 ml of Et2O was added. The resulting colorless crystals were filtered and dried to afford 11.89 g of... The reactants are COc1ccc2c(OCC(C)(C)n3cc(NC(=O)OC(C)(C)C)ccc3=O)ccnc2c1, ClCCl, O=C(O)C(F)(F)F. The product is COc1ccc2c(OCC(C)(C)n3cc(N)ccc3=O)ccnc2c1. Reaction SMILES: [CH3:1][O:2][c:3]1[cH:4][cH:5][c:6]2[c:7]([O:13][CH2:14][C:15]([CH3:16])([CH3:17])[n:18]3[cH:19][c:20]([NH:25][C:26](=[O:27])[O:28][C:29]([CH3:30])([CH3:31])[CH3:32])[cH:21][cH:22][c:23]3=[O:24])[cH:8][cH:9][n:10][c:11]2[cH:12]1.[Cl:40][CH2:41][Cl:42].[F:33][C:34]([F:35])([F:36])[C:37]([OH:38])=[O:39]>>[CH3:1][O:2][c:3]1[cH:4][cH:5][c:6]2[c:7]([O:13][CH2:14][C:15]([CH3:16])([CH3:17])[n:18]3[cH:19][c:20]([NH2:25])[cH:21][cH:22][c:23]3=[O:24])[cH:8][cH:9][n:10][c:11]2[cH:12]1. Starting materials: [N+](=O)(O)[O-] (nitric acid), resultant mixture, S(O)(O)(=O)=O (sulfuric acid), CN1OC(=C(C1=O)CCl)C1=CC=CC=C1 (2-methyl-4 chloromethyl-5-phenyl-3-isooxazolone). Solvent: ice water. Run at time 1 hour. The product is CN1OC(=C(C1=O)CCl)C1=CC=C(C=C1)[N+](=O)[O-] (2-Methyl-4-chloromethyl-5-(4-nitrophenyl)-3-isooxazolone). Isolated yield 87.0%. RXN SMILES: [N+:1]([O-:4])(O)=[O:2].S(=O)(=O)(O)O.[CH3:10][N:11]1[C:15](=[O:16])[C:14]([CH2:17][Cl:18])=[C:13]([C:19]2[CH:24]=[CH:23][CH:22]=[CH:21][CH:20]=2)[O:12]1>>[CH3:10][N:11]1[C:15](=[O:16])[C:14]([CH2:17][Cl:18])=[C:13]([C:19]2[CH:24]=[CH:23][C:22]([N+:1]([O-:4])=[O:2])=[CH:21][CH:20]=2)[O:12]1. Procedure details: After cooling 76 ml of concentrated nitric acid (specific gravity 1.42) to 0° C., 80 ml of concentrated sulfuric acid was gradually added thereto and further 9 g of 2-methyl-4 chloromethyl-5-phenyl-3-isooxazolone was added thereto as crystals thereof while keeping the temperature thereof below 5° C. The resultant mixture was stirred for 30 minutes at 5° C. and poured into 2 liters of ice water followed by stirring for one hour to deposit crystals, which were collected by filtration and dried to ...